Dataset: the Open Reaction Database (ORD), a public repository of structured organic reaction records. Task: describe an organic reaction: reactants, conditions, products, and yield Starting materials: FC(C1=C(C(C=O)=CC(=C1)C(C)(C)C)O)(F)F (3-trifluoromethyl-5-t-butyl salicylaldehyde), Cl.NO (hydroxylamine hydrochloride), C(C)(=O)[O-].[Na+] (sodium acetate). Run in C(C)O (ethanol), O (water), O (water). The product is FC(C1=C(C(C=NO)=CC(=C1)C(C)(C)C)O)(F)F (3-trifluoromethyl-5-tert-butyl salicylaldehyde oxime). Reaction SMILES: [F:1][C:2]([F:17])([F:16])[C:3]1[CH:10]=[C:9]([C:11]([CH3:14])([CH3:13])[CH3:12])[CH:8]=[C:5]([CH:6]=O)[C:4]=1[OH:15].Cl.[NH2:19][OH:20].C([O-])(=O)C.[Na+]>C(O)C.O>[F:1][C:2]([F:17])([F:16])[C:3]1[CH:10]=[C:9]([C:11]([CH3:14])([CH3:13])[CH3:12])[CH:8]=[C:5]([CH:6]=[N:19][OH:20])[C:4]=1[OH:15] |f:1.2,3.4|. Procedure: 0.05 moles of the aldehyde from Step A, 0.12 moles of hydroxylamine hydrochloride and sodium acetate (0.12 moles) are dissolved in a mixture of ethanol (100 ml.) and water (30 ml.). The reaction mixture is refluxed for 2 hours, cooled and water added until no more precipitate forms. The solid that separates is crystallized from ethanol to yield 3-trifluoromethyl-5-tert-butyl salicylaldehyde oxime. The reactants are NCCCCCCCCC#N (9-Aminononanenitrile), ClC=1C=C(C=CC1)S(=O)(=O)Cl (3-chlorobenzene sulphonyl chloride). The product is ClC=1C=C(C=CC1)S(=O)(=O)NCCCCCCCCC#N (9-(3-Chlorobenzenesulphonamido)nonanenitrile). Isolated yield 5.1%. As a reaction SMILES: [NH2:1][CH2:2][CH2:3][CH2:4][CH2:5][CH2:6][CH2:7][CH2:8][CH2:9][C:10]#[N:11].[Cl:12][C:13]1[CH:14]=[C:15]([S:19](Cl)(=[O:21])=[O:20])[CH:16]=[CH:17][CH:18]=1>>[Cl:12][C:13]1[CH:14]=[C:15]([S:19]([NH:11][CH2:10][CH2:9][CH2:8][CH2:7][CH2:6][CH2:5][CH2:4][CH2:3][C:2]#[N:1])(=[O:21])=[O:20])[CH:16]=[CH:17][CH:18]=1. Reported procedure: 9-Aminononanenitrile (4.0 g, 0.26 mol) was treated with 3-chlorobenzene sulphonyl chloride (5.5 g, 0.26 mol) by the method described in Example 6(i) to give the title compound (4.4 g, m.p. 42°-3° C.). The reactants are C12C(CC(C=C1)C2)NC(=S)NN (N1-bicyclo[2.2.1]hept-5-en-2-ylhydrazine-1-carbothioamide), N1C(=CC=C1)C=O (pyrrole-2-carboxaldehyde). The product is C12C(CC(C=C1)C2)NC(NN=CC=2NC=CC2)=S (4-(Bicyclo[2.2.1]hept-5-en-2-yl)-1-(pyrrol-2-ylmethylidene)thiosemicarbazide), oil. Isolated yield 2.0%. Reaction SMILES: [CH:1]12[CH2:7][CH:4]([CH:5]=[CH:6]1)[CH2:3][CH:2]2[NH:8][C:9]([NH:11][NH2:12])=[S:10].[NH:13]1[CH:17]=[CH:16][CH:15]=[C:14]1[CH:18]=O>>[CH:1]12[CH2:7][CH:4]([CH:5]=[CH:6]1)[CH2:3][CH:2]2[NH:8][C:9](=[S:10])[NH:11][N:12]=[CH:18][C:14]1[NH:13][CH:17]=[CH:16][CH:15]=1. Procedure: The title compound was prepared from a mixture of N1-bicyclo[2.2.1]hept-5-en-2-ylhydrazine-1-carbothioamide (100 mg, 0.56 mmol) and pyrrole-2-carboxaldehyde (53 mg, 0.56 mmol) similar to Example 3 and isolated as a yellow oil (3 mg, 2%). 1H NMR (CDCl3): 9.28 (s, 1H), 8.99 (s, 1H), 7.68 (s, 1H), 7.22 (d, J=7.8 Hz, 1H), 6.94 (s, 1H), 6.53-6.51 (m, 1H), 6.29-6.26 (m, 1H), 6.22-6.13 (m, 2H), 4.30-4.24 (m, 1H), 3.04 (s, 1H), 2.94 (s, 1H), 1.92-1.84 (m, 1H), 1.65 (d, J=9.0 Hz, 1H), 1.50 (d, J=9.0 Hz, ...